From a dataset of the Open Reaction Database (ORD), a public repository of structured organic reaction records. describe an organic reaction: reactants, conditions, products, and yield Starting materials: O=C([O-])O, CC(=O)O[BH-](OC(C)=O)OC(C)=O, CO, O=CC1=NC(Cl)=C2OCC(=O)N=C2N1, ClCCl, NC1CCN(CC2Cn3c(=O)ccc4ccc(=O)n2c43)CC1, [Na+], [Na+], [Na+], [Na+], O=S(=O)([O-])[O-]. Product: O=C1COC2=C(Cl)N=C(CNC3CCN(CC4Cn5c(=O)ccc6ccc(=O)n4c65)CC3)NC2=N1. Reaction SMILES: [C:37](=[O:38])([OH:39])[O-:40].[C:49]([O:50][BH-:51]([O:52][C:53](=[O:54])[CH3:55])[O:56][C:57](=[O:58])[CH3:59])(=[O:60])[CH3:61].[CH3:66][OH:67].[Cl:23][C:24]1=[C:29]2[C:28](=[N:33][C:32](=[O:34])[CH2:31][O:30]2)[NH:27][C:26]([CH:35]=[O:36])=[N:25]1.[Cl:63][CH2:64][Cl:65].[NH2:1][CH:2]1[CH2:3][CH2:4][N:5]([CH2:8][CH:9]2[CH2:10][n:11]3[c:12](=[O:22])[cH:13][cH:14][c:15]4[cH:16][cH:17][c:18](=[O:21])[n:19]2[c:20]34)[CH2:6][CH2:7]1.[Na+:41].[Na+:42].[Na+:43].[Na+:62].[O-:44][S:45](=[O:46])(=[O:47])[O-:48]>>[NH:1]([CH:2]1[CH2:3][CH2:4][N:5]([CH2:8][CH:9]2[CH2:10][n:11]3[c:12](=[O:22])[cH:13][cH:14][c:15]4[cH:16][cH:17][c:18](=[O:21])[n:19]2[c:20]34)[CH2:6][CH2:7]1)[CH2:35][C:26]1=[N:25][C:24]([Cl:23])=[C:29]2[C:28](=[N:33][C:32](=[O:34])[CH2:31][O:30]2)[NH:27]1. Starting materials: C(C)[Mg]Br (ethylmagnesium bromide), COC=1C=C2C(=CC=NC2=CC1OC)OC1=C(C=O)C=C(C=C1)OC (2-[(6,7-dimethoxy-4-quinolyl)oxy]-5-methoxybenzaldehyde), [Cl-].[NH4+] (ammonium chloride). The solvent is O1CCCC1 (tetrahydrofuran), O1CCCC1 (tetrahydrofuran). Run at temperature -78 celsius, time 1 hour. Yields the product COC=1C=C2C(=CC=NC2=CC1OC)OC1=C(C=C(C=C1)OC)C(CC)O (1-{2-[(6,7-Dimethoxy-4-quinolyl)oxy]-5-methoxyphenyl}-1-propanol). The yield is 49.0%. Reaction SMILES: [CH3:1][O:2][C:3]1[CH:4]=[C:5]2[C:10](=[CH:11][C:12]=1[O:13][CH3:14])[N:9]=[CH:8][CH:7]=[C:6]2[O:15][C:16]1[CH:23]=[CH:22][C:21]([O:24][CH3:25])=[CH:20][C:17]=1[CH:18]=[O:19].[CH2:26]([Mg]Br)[CH3:27].[Cl-].[NH4+]>O1CCCC1>[CH3:1][O:2][C:3]1[CH:4]=[C:5]2[C:10](=[CH:11][C:12]=1[O:13][CH3:14])[N:9]=[CH:8][CH:7]=[C:6]2[O:15][C:16]1[CH:23]=[CH:22][C:21]([O:24][CH3:25])=[CH:20][C:17]=1[CH:18]([OH:19])[CH2:26][CH3:27] |f:2.3|. Procedure details: Under an argon atmosphere, 2-[(6,7-dimethoxy-4-quinolyl)oxy]-5-methoxybenzaldehyde (140 mg) was dissolved in tetrahydrofuran (2 ml), and the solution was then cooled to −78° C. A 0.96 M tetrahydrofuran solution (0.7 ml) of ethylmagnesium bromide was added dropwise thereto, and the mixture was stirred at −78° C. for one hr. A saturated aqueous ammonium chloride solution was added to the reaction solution, and the mixture was extracted with ethyl acetate. The ethyl acetate layer was then washed wi... Reactants: BrC=1C=C(C=C2C=CC=NC12)CC#N ((8-bromoquinolin-6-yl)acetonitrile), CN(C)C=O (DMF), C(=O)[O-].[Na+] (sodium formate), Pd(PPh3)Cl2. Run in O (water). Conditions: temperature 80 celsius. Yields the product C(=O)C=1C=C(C=C2C=CC=NC12)CC#N ((8-Formylquinolin-6-yl)acetonitrile). RXN SMILES: Br[C:2]1[CH:3]=[C:4]([CH2:12][C:13]#[N:14])[CH:5]=[C:6]2[C:11]=1[N:10]=[CH:9][CH:8]=[CH:7]2.CN([CH:18]=[O:19])C.C([O-])=O.[Na+]>O>[CH:18]([C:2]1[CH:3]=[C:4]([CH2:12][C:13]#[N:14])[CH:5]=[C:6]2[C:11]=1[N:10]=[CH:9][CH:8]=[CH:7]2)=[O:19] |f:2.3|. Reported procedure: To a solution of (8-bromoquinolin-6-yl)acetonitrile (1 eq.) in anhydrous, deoxygenated DMF (0.08 M) was added freshly-dried sodium formate (1.5 eq.) and Pd(PPh3)Cl2 (2% loading). Through the resulting yellow suspension, was bubbled CO and then reaction was heated to 80° C. for 16 h. The now black reaction suspension was cooled to RT, diluted with water, and extracted with EtOAc. The combined organic extracts were washed with brine, dried over MgSO4 and filtered. Concentration of the filtrate in ... Reactants: CC(=O)Cl, CCN(C(C)C)C(C)C, ClCCl, COC(=O)CCN1CCN(c2ccc(-c3ccc(C#N)cc3)cc2N)C1=O. Product: COC(=O)CCN1CCN(c2ccc(-c3ccc(C#N)cc3)cc2NC(C)=O)C1=O. As a reaction SMILES: [C:28]([CH3:29])(=[O:30])[Cl:31].[CH2:32]([N:33]([CH:34]([CH3:35])[CH3:36])[CH:37]([CH3:38])[CH3:39])[CH3:40].[CH2:41]([Cl:42])[Cl:43].[NH2:1][c:2]1[cH:3][c:4](-[c:20]2[cH:21][cH:22][c:23]([C:26]#[N:27])[cH:24][cH:25]2)[cH:5][cH:6][c:7]1[N:8]1[C:9](=[O:19])[N:10]([CH2:13][CH2:14][C:15](=[O:16])[O:17][CH3:18])[CH2:11][CH2:12]1>>[NH:1]([c:2]1[cH:3][c:4](-[c:20]2[cH:21][cH:22][c:23]([C:26]#[N:27])[cH:24][cH:25]2)[cH:5][cH:6][c:7]1[N:8]1[C:9](=[O:19])[N:10]([CH2:13][CH2:14][C:15](=[O:16])[O:17][CH3:18])[CH2:11][CH2:12]1)[C:28]([CH3:29])=[O:30]. Reactants: C1(=CC=CC=C1)P(C1=CC=CC=C1)C1=CC=CC=C1 (triphenylphosphine), C(Cl)(Cl)(Cl)Cl (carbon tetrachloride), FC=1C=CC(=C(CO)C1)OCOC (5-fluoro-2-methoxymethoxybenzyl alcohol). Reaction conditions: time 1 hour. The product is FC=1C=CC(=C(CCl)C1)OCOC (5-Fluoro-2-methoxymethoxybenzyl chloride). Isolated yield 71.7%. RXN SMILES: [F:1][C:2]1[CH:3]=[CH:4][C:5]([O:10][CH2:11][O:12][CH3:13])=[C:6]([CH:9]=1)[CH2:7]O.C1(P(C2C=CC=CC=2)C2C=CC=CC=2)C=CC=CC=1.C(Cl)(Cl)(Cl)[Cl:34]>>[F:1][C:2]1[CH:3]=[CH:4][C:5]([O:10][CH2:11][O:12][CH3:13])=[C:6]([CH:9]=1)[CH2:7][Cl:34]. Procedure: 4.15 g of 5-fluoro-2-methoxymethoxybenzyl alcohol [prepared as described in step (b) above] were dissolved in 70 ml of tetrahydrof tiran, and then 6.86 g of carbon tetrachloride and 11.69 g of triphenylphosphine were added to the resulting solution, in that order. The resulting mixture was then stirred at room temperature for 1 hour, and then heated under reflux for 5 hours. At the end of this time, insoluble substances were removed by filtration. The filtrate was concentrated by evaporation und... Reactants: [OH-].[Na+] (sodium hydroxide), ClC1=CC=C2C=CC(=NC2=C1)C=1OC2=C(C1)C=C(C=C2)[N+](=O)[O-] (7-chloro-2-(5-nitrobenzofuran-2-yl)-quinoline), Cl (hydrochloride), [Sn](Cl)Cl (tin(II) chloride). The solvent is C(C)O (ethanol). Yields the product ClC1=CC=C2C=CC(=NC2=C1)C=1OC2=C(C1)C=C(C=C2)N (7-chloro-2-(5-aminobenzofuran-2-yl)quinoline). Isolated yield 47.3%. As a reaction SMILES: [Cl:1][C:2]1[CH:11]=[C:10]2[C:5]([CH:6]=[CH:7][C:8]([C:12]3[O:13][C:14]4[CH:20]=[CH:19][C:18]([N+:21]([O-])=O)=[CH:17][C:15]=4[CH:16]=3)=[N:9]2)=[CH:4][CH:3]=1.Cl.[Sn](Cl)Cl.[OH-].[Na+]>C(O)C>[Cl:1][C:2]1[CH:11]=[C:10]2[C:5]([CH:6]=[CH:7][C:8]([C:12]3[O:13][C:14]4[CH:20]=[CH:19][C:18]([NH2:21])=[CH:17][C:15]=4[CH:16]=3)=[N:9]2)=[CH:4][CH:3]=1 |f:3.4|. Procedure: A mixture of 7-chloro-2-(5-nitrobenzofuran-2-yl)-quinoline (1.7 g), 10% aqueous hydrochloride (20 ml) and tin(II) chloride bihydrate (4.0 g) in ethanol (10 ml) was stirred mechanically under reflux for 7 hours. After being cooled, the resulting mixture was made basic with aqueous sodium hydroxide and filtered. The precipitates were dissolved into tetrahydrofuran (100 ml) and filtered. The filtrate was concentrated under reduced pressure to give crude materials, which were purified by column chlo... Reactants: COC(C(CCCC)(C)C)=O (2,2-dimethylhexanoic acid methyl ester), C(C)(=O)O (Acetic acid), CP(OC)(OC)=O (Dimethyl methylphosphonate), C(CCC)[Li] (n-butyl lithium). Solvent: C1CCOC1 (THF), O (water), C1CCOC1 (THF). Run at temperature -78 celsius. Yields the product CC(C(CP(OC)(OC)=O)=O)(CCCC)C (dimethyl 3,3-dimethyl-2-oxoheptylphosphonate). Isolated yield 59.4%. Reaction SMILES: [CH3:1][P:2](=[O:7])([O:5][CH3:6])[O:3][CH3:4].C([Li])CCC.C[O:14][C:15](=O)[C:16]([CH3:22])([CH3:21])[CH2:17][CH2:18][CH2:19][CH3:20].C(O)(=O)C>C1COCC1.O>[CH3:21][C:16]([CH3:22])([CH2:17][CH2:18][CH2:19][CH3:20])[C:15](=[O:14])[CH2:1][P:2](=[O:7])([O:5][CH3:6])[O:3][CH3:4]. Reported procedure: Dimethyl methylphosphonate (9.92 g, 0.08 mol) was dissolved in 60 ml anhydrous THF under argon atmosphere. To the mixture stirred at -78° C. was added drowise n-butyl lithium 1.62N, 49.5 ml, 0.08 mol) over a period of 30 minutes, and then a solution of 2,2-dimethylhexanoic acid methyl ester (5.0 g, 0.032 mol) in 10 ml anhydrous THF was added over a period of 30 minutes. The reaction mixture was warmed to room temperature. Acetic acid (5 ml) and water (10 ml) were added to the reaction mixture co...